Dataset: the Open Reaction Database (ORD), a public repository of structured organic reaction records. Task: describe an organic reaction: reactants, conditions, products, and yield Reactants: N (ammonia), [N+](=O)(O)[O-] (nitric acid), BrC1=CC=C(C=C1)C1C2=C(CN(C1)C)SC=C2 (4-(p-bromo-phenyl)-6-methyl-4,5,6,7-tetrahydro-thieno[2,3-c]pyridine), FC(C(=O)O)(F)F (trifluoroacetic acid), [N+](=O)(O)[O-] (nitric acid). Conditions: time 30 minute. Yields the product C(C)(=O)NC1=CC2=C(CN(CC2C2=CC=C(C=C2)Br)C)S1 (2-Acetylamino-4-(p-bromo-phenyl)-6-methyl-4,5,6,7-tetrahydro-thieno[2,3-c]pyridine). As a reaction SMILES: [N+]([O-])(O)=O.[Br:5][C:6]1[CH:11]=[CH:10][C:9]([CH:12]2[CH2:17][N:16]([CH3:18])[CH2:15][C:14]3[S:19][CH:20]=[CH:21][C:13]2=3)=[CH:8][CH:7]=1.[NH3:22].F[C:24](F)(F)[C:25]([OH:27])=O>>[C:25]([NH:22][C:20]1[S:19][C:14]2[CH2:15][N:16]([CH3:18])[CH2:17][CH:12]([C:9]3[CH:8]=[CH:7][C:6]([Br:5])=[CH:11][CH:10]=3)[C:13]=2[CH:21]=1)(=[O:27])[CH3:24]. Reported procedure: 25 ml of fuming nitric acid were added dropwise to 14.5 gm (0.047 mol) of 4-(p-bromo-phenyl)-6-methyl-4,5,6,7-tetrahydro-thieno[2,3-c]pyridine in 100 ml of trifluoroacetic acid, while cooling, so that the temperature did not exceed 20° C. After all the nitric acid had been added, the mixture was stirred for a further 30 minutes. The reaction mixture was then poured over ice, concentrated ammonia was added until the mixture reacted alkaline, and the mixture was then extracted with methylene chlor... Reactants: C[C@@H]1CN(CCN1CC1=NN=NN1C1=CC(=CC=C1)C(F)(F)F)C(=O)OC(C)(C)C (1,1-dimethylethyl (3R)-3-methyl-4-({1-[3-(trifluoromethyl)phenyl]-1H-tetrazol-5-yl}methyl)-1-piperazinecarboxylate), C[C@@H]1CN(CCN1CC1=NN=NN1C1=CC(=CC=C1)C(F)(F)F)C(=O)OC(C)(C)C (1,1-dimethylethyl (3R)-3-methyl-4-({1-[3-(trifluoromethyl)phenyl]-1H-tetrazol-5-yl}methyl)-1-piperazinecarboxylate), Cl (hydrogen chloride), O1CCOCC1 (1,4-dioxane), crude product. Run in CO (methanol). Conditions: time 1 hour. The product is C[C@H]1N(CCNC1)CC1=NN=NN1C1=CC(=CC=C1)C(F)(F)F ((2R)-2-Methyl-1-({1-[3-(trifluoromethyl)phenyl]-1H-tetrazol-5-yl}methyl)piperazine). The yield is 96.4%. RXN SMILES: [CH3:1][C@H:2]1[N:7]([CH2:8][C:9]2[N:13]([C:14]3[CH:19]=[CH:18][CH:17]=[C:16]([C:20]([F:23])([F:22])[F:21])[CH:15]=3)[N:12]=[N:11][N:10]=2)[CH2:6][CH2:5][N:4](C(OC(C)(C)C)=O)[CH2:3]1.Cl.O1CCOCC1>CO>[CH3:1][C@@H:2]1[CH2:3][NH:4][CH2:5][CH2:6][N:7]1[CH2:8][C:9]1[N:13]([C:14]2[CH:19]=[CH:18][CH:17]=[C:16]([C:20]([F:23])([F:21])[F:22])[CH:15]=2)[N:12]=[N:11][N:10]=1. Procedure details: To a solution of 1,1-dimethylethyl (3R)-3-methyl-4-({1-[3-(trifluoromethyl)phenyl]-1H-tetrazol-5-yl}methyl)-1-piperazinecarboxylate (527 mg, 1.236 mmol, Intermediate 13) in methanol was added 4M hydrogen chloride in 1,4-dioxane (7 mL, 28.0 mmol). The reaction mixture was stirred at room temperature for 1 hour. The reaction mixture was concentrated in vacuo to give white crystals. The crude product was poured onto a 5 g SCX cartridge, washed with methanol (2 column volumes) and eluted with ammoni... The reactants are CC1=CC2=C(N=C(S2)C(CC(C(C(F)(F)F)(F)F)=O)=O)C=C1 (1-(6-methylbenzothiazol-2-yl)-4,4,5,5,5-pentafluoropentane-1,3-dione), Cl.CS(=O)(=O)C1=CC=C(C=C1)NN (4-methylsulfonylphenylhydrazine hydrochloride). The product is CC1=CC2=C(N=C(S2)C2=CC(=NN2C2=CC=C(C=C2)S(=O)(=O)C)C(C(F)(F)F)(F)F)C=C1 (6-methyl-2-[1-(4-methylsulfonylphenyl)-3-pentafluoroethyl-1H-pyrazol-5-yl]benzothiazole). The yield is 45.0%. As a reaction SMILES: [CH3:1][C:2]1[CH:22]=[CH:21][C:5]2[N:6]=[C:7]([C:9](=O)[CH2:10][C:11](=O)[C:12]([F:18])([F:17])[C:13]([F:16])([F:15])[F:14])[S:8][C:4]=2[CH:3]=1.Cl.[CH3:24][S:25]([C:28]1[CH:33]=[CH:32][C:31]([NH:34][NH2:35])=[CH:30][CH:29]=1)(=[O:27])=[O:26]>>[CH3:1][C:2]1[CH:22]=[CH:21][C:5]2[N:6]=[C:7]([C:9]3[N:34]([C:31]4[CH:30]=[CH:29][C:28]([S:25]([CH3:24])(=[O:27])=[O:26])=[CH:33][CH:32]=4)[N:35]=[C:11]([C:12]([F:18])([F:17])[C:13]([F:16])([F:15])[F:14])[CH:10]=3)[S:8][C:4]=2[CH:3]=1 |f:1.2|. Procedure details: The procedure of Example 9 was repeated using 1-(6-methylbenzothiazol-2-yl)-4,4,5,5,5-pentafluoropentane-1,3-dione and 4-methylsulfonylphenylhydrazine hydrochloride as the starting materials to obtain 6-methyl-2-[1-(4-methylsulfonylphenyl)-3-pentafluoroethyl-1H-pyrazol-5-yl]benzothiazole (yield, 45%). Reactants: NC1=NC=C(C=C1I)F (2-amino-3-iodo-5-fluoropyridine), C(C(=O)C)(=O)O (pyruvic acid), N12CCN(CC1)CC2 (1,4-diazabicyclo[2.2.2]octane). Reagents/catalysts: C(C)(=O)[O-].[Pd+2].C(C)(=O)[O-] (palladium acetate). The solvent is CN(C=O)C (dimethylformamide). Run at temperature 100 celsius. The product is FC=1C=C2C(=NC1)NC(=C2)C(=O)O (5-Fluoro-1H-pyrrolo[2,3-b]pyridine-2-carboxylic acid). Yield: 41.9%. As a reaction SMILES: [NH2:1][C:2]1[C:7](I)=[CH:6][C:5]([F:9])=[CH:4][N:3]=1.[C:10]([OH:15])(=[O:14])[C:11]([CH3:13])=O.N12CCN(CC1)CC2>C([O-])(=O)C.[Pd+2].C([O-])(=O)C.CN(C)C=O>[F:9][C:5]1[CH:6]=[C:7]2[CH:13]=[C:11]([C:10]([OH:15])=[O:14])[NH:1][C:2]2=[N:3][CH:4]=1 |f:3.4.5|. Procedure: 0.5 g (2.10 mmol) of 2-amino-3-iodo-5-fluoropyridine obtained in Stage 5.1, 0.55 g (6.3 mmol) of pyruvic acid, 0.71 g (6.3 mmol) of 1,4-diazabicyclo[2.2.2]octane (DABCO) and 15 mL of anhydrous dimethylformamide are introduced into a 25-mL sealed tube, equipped with a magnetic stirrer and bubbled with argon. After some minutes, 0.05 g (0.22 mmol) of palladium acetate is added. The reaction mixture is stirred and bubbled with argon for 20 minutes, then it is quickly sealed and heated to 100° C. fo... Starting materials: Nc1ccc(OCCBr)cc1[N+](=O)[O-], CC(C)(C)OC(=O)N1CCNCC1, C1CCOC1, O. Product: CC(C)(C)OC(=O)N1CCN(CCOc2ccc(N)c([N+](=O)[O-])c2)CC1. As a reaction SMILES: [Br:1][CH2:2][CH2:3][O:4][c:5]1[cH:6][c:7]([N+:12](=[O:13])[O-:14])[c:8]([NH2:9])[cH:10][cH:11]1.[C:15](=[O:16])([O:17][C:18]([CH3:19])([CH3:20])[CH3:21])[N:22]1[CH2:23][CH2:24][NH:25][CH2:26][CH2:27]1.[CH2:29]1[O:30][CH2:31][CH2:32][CH2:33]1.[OH2:28]>>[CH2:2]([CH2:3][O:4][c:5]1[cH:6][c:7]([N+:12](=[O:13])[O-:14])[c:8]([NH2:9])[cH:10][cH:11]1)[N:25]1[CH2:24][CH2:23][N:22]([C:15](=[O:16])[O:17][C:18]([CH3:19])([CH3:20])[CH3:21])[CH2:27][CH2:26]1. Yields the product Cc1c(Cl)cccc1C1C(C(=O)Nc2cccc(-c3nnnn3C)c2)NC(CC(C)(C)C)C1(C#N)c1ccc(Cl)cc1F. Reactants: O=C([O-])O, COS(=O)(=O)OC, CC(C)=O, [Na+], Cc1c(Cl)cccc1C1C(C(=O)Nc2cccc(-c3nnn[nH]3)c2)NC(CC(C)(C)C)C1(C#N)c1ccc(Cl)cc1F. Reaction SMILES: [C:43](=[O:44])([OH:45])[O-:46].[CH3:48][O:49][S:50]([O:51][CH3:52])(=[O:53])=[O:54].[CH3:55][C:56](=[O:57])[CH3:58].[Na+:47].[nH:1]1[n:2][n:3][n:4][c:5]1-[c:6]1[cH:7][c:8]([NH:12][C:13](=[O:14])[CH:15]2[NH:16][CH:17]([CH2:38][C:39]([CH3:40])([CH3:41])[CH3:42])[C:18]([C:28]#[N:29])([c:30]3[c:31]([F:37])[cH:32][c:33]([Cl:36])[cH:34][cH:35]3)[CH:19]2[c:20]2[c:21]([CH3:27])[c:22]([Cl:26])[cH:23][cH:24][cH:25]2)[cH:9][cH:10][cH:11]1>>[n:1]1[n:2][n:3][n:4]([CH3:43])[c:5]1-[c:6]1[cH:7][c:8]([NH:12][C:13](=[O:14])[CH:15]2[NH:16][CH:17]([CH2:38][C:39]([CH3:40])([CH3:41])[CH3:42])[C:18]([C:28]#[N:29])([c:30]3[c:31]([F:37])[cH:32][c:33]([Cl:36])[cH:34][cH:35]3)[CH:19]2[c:20]2[c:21]([CH3:27])[c:22]([Cl:26])[cH:23][cH:24][cH:25]2)[cH:9][cH:10][cH:11]1. The reactants are C1(CCCC1)O (cyclopentanol), [H-].[Na+] (NaH), CC1=CC=C(C=C1)S(=O)(=O)OCCOC1=CC=C(C=C1)CC1=C(C=CC(=C1)Br)Cl (2-(4-(5-bromo-2-chlorobenzyl)phenoxy)ethyl 4-methylbenzenesulfonate). Solvent: C1CCOC1 (THF). Run at temperature 0 celsius, time 3 hour. The product is BrC1=CC(=C(C=C1)Cl)CC1=CC=C(C=C1)OCCOC1CCCC1 (4-bromo-1-chloro-2-(4-(2-(cyclopentyloxy)ethoxy)benzyl)benzene). The yield is 50.0%. As a reaction SMILES: [CH:1]1([OH:6])[CH2:5][CH2:4][CH2:3][CH2:2]1.[H-].[Na+].CC1C=CC(S(O[CH2:20][CH2:21][O:22][C:23]2[CH:28]=[CH:27][C:26]([CH2:29][C:30]3[CH:35]=[C:34]([Br:36])[CH:33]=[CH:32][C:31]=3[Cl:37])=[CH:25][CH:24]=2)(=O)=O)=CC=1>C1COCC1>[Br:36][C:34]1[CH:33]=[CH:32][C:31]([Cl:37])=[C:30]([CH2:29][C:26]2[CH:27]=[CH:28][C:23]([O:22][CH2:21][CH2:20][O:6][CH:1]3[CH2:5][CH2:4][CH2:3][CH2:2]3)=[CH:24][CH:25]=2)[CH:35]=1 |f:1.2|. Procedure: To a solution of cyclopentanol (0.86 g) in anhydrous THF (8.6 mL), NaH (2.0 eq) was added in portions at 0° C., and then the mixture was stirred at 0° C. for 3 h. Then 2-(4-(5-bromo-2-chlorobenzyl)phenoxy)ethyl 4-methylbenzenesulfonate (intermediate AB) (2.43 g, 0.5 eq) was added in portions. The mixture was stirred at room temperature overnight, whereupon TLC showed the reaction was complete. Then the reaction mixture was quenched with saturated NH4Cl, extracted with EtOAc, washed with water an...